This data is from the Open Reaction Database (ORD), a public repository of structured organic reaction records. The task is: describe an organic reaction: reactants, conditions, products, and yield Reactants: [H-].[Na+] (sodium hydride), C1C(O1)CO (glycidol), C(C)S(=O)(=O)C=1SC(=CN1)C(=O)NCCC12CC3CC(CC(C1)C3)C2 (2-ethylsulfonyl-5-[2-(adamant-1-yl)ethylaminocarbonyl]thiazole). Solvent: O1CCCC1 (tetrahydrofuran), O1CCCC1 (tetrahydrofuran). Conditions: temperature -5 celsius. Yields the product O1CC1COC=1SC(=CN1)C(=O)NCCC12CC3CC(CC(C1)C3)C2 (1,2-epoxy-3-[5-(2-[adamant-1-yl]ethylaminocarbonyl)thiazol-2-yloxy]propane). RXN SMILES: [H-].[Na+].[CH2:3]1[O:5][CH:4]1[CH2:6][OH:7].C(S([C:13]1[S:14][C:15]([C:18]([NH:20][CH2:21][CH2:22][C:23]23[CH2:32][CH:27]4[CH2:28][CH:29]([CH2:31][CH:25]([CH2:26]4)[CH2:24]2)[CH2:30]3)=[O:19])=[CH:16][N:17]=1)(=O)=O)C>O1CCCC1>[O:5]1[CH:4]([CH2:6][O:7][C:13]2[S:14][C:15]([C:18]([NH:20][CH2:21][CH2:22][C:23]34[CH2:32][CH:27]5[CH2:28][CH:29]([CH2:31][CH:25]([CH2:26]5)[CH2:24]3)[CH2:30]4)=[O:19])=[CH:16][N:17]=2)[CH2:3]1 |f:0.1|. Procedure: In this preparation 0.0525 mole of sodium hydride in a 50% mineral oil mixture is stirred in 300 ml. of anhydrous tetrahydrofuran, under nitrogen, then cooled to -30° C and 0.055 mole of glycidol is added dropwise. The mixture is allowed to warm to -5° C and stirred for ten minutes and then recooled to -30° C. A solution of 0.05 mole of 2-ethylsulfonyl-5-[2-(adamant-1-yl)ethylaminocarbonyl]thiazole in 100 ml. of anhydrous tetrahydrofuran is added dropwise and the resulting mixture allowed to war... Starting materials: BrC1=CC(=C2C=NN(C2=C1)S(=O)(=O)C1=CC=CC=C1)C=1OC(=NN1)CCl (6-Bromo-4-[5-(chloromethyl)-1,3,4-oxadiazol-2-yl]-1-(phenylsulfonyl)-1H-indazole), [I-].[Na+] (sodium iodide), N12CCNC[C@@H]2CCC1 ((S)-1,4-diazabicyclo[4.3.0]nonane), CCN(C(C)C)C(C)C (DIPEA). Run in C(Cl)Cl (DCM), C(C)#N (acetonitrile), C(Cl)Cl (DCM). Run at temperature 70 celsius. The product is BrC1=CC(=C2C=NN(C2=C1)S(=O)(=O)C1=CC=CC=C1)C=1OC(=NN1)CN1C[C@H]2N(CC1)CCC2 (6-Bromo-4-{5-[(8aS)-hexahydropyrrolo[1,2-a]pyrazin-2(1H)-ylmethyl]-1,3,4-oxadiazol-2-yl}-1-(phenylsulfonyl)-1H-indazole). The yield is 61.2%. Reaction SMILES: [Br:1][C:2]1[CH:10]=[C:9]2[C:5]([CH:6]=[N:7][N:8]2[S:11]([C:14]2[CH:19]=[CH:18][CH:17]=[CH:16][CH:15]=2)(=[O:13])=[O:12])=[C:4]([C:20]2[O:21][C:22]([CH2:25]Cl)=[N:23][N:24]=2)[CH:3]=1.[I-].[Na+].[N:29]12[CH2:37][CH2:36][CH2:35][C@H:34]1[CH2:33][NH:32][CH2:31][CH2:30]2.CCN(C(C)C)C(C)C>C(#N)C.C(Cl)Cl>[Br:1][C:2]1[CH:10]=[C:9]2[C:5]([CH:6]=[N:7][N:8]2[S:11]([C:14]2[CH:19]=[CH:18][CH:17]=[CH:16][CH:15]=2)(=[O:13])=[O:12])=[C:4]([C:20]2[O:21][C:22]([CH2:25][N:32]3[CH2:31][CH2:30][N:29]4[CH2:37][CH2:36][CH2:35][C@H:34]4[CH2:33]3)=[N:23][N:24]=2)[CH:3]=1 |f:1.2|. Procedure details: 6-Bromo-4-[5-(chloromethyl)-1,3,4-oxadiazol-2-yl]-1-(phenylsulfonyl)-1H-indazole (300 mg, 0.661 mmol) and sodium iodide (99 mg, 0.661 mmol) were weighed into a round-bottomed flask and dissolved in acetonitrile (2 ml) before (S)-1,4-diazabicyclo[4.3.0]nonane (167 mg, 1.322 mmol, available from ABCR GmbH & CO.KG) and DIPEA (0.231 ml, 1.322 mmol) were added. The mixture was heated to 70° C. for 2 h. The mixture was cooled, diluted with DCM and washed with 2 M aqueous HCl (2 ml). The organic layer ...